This data is from the Open Reaction Database (ORD), a public repository of structured organic reaction records. The task is: describe an organic reaction: reactants, conditions, products, and yield Reactants: ClC1=CC(=CC=C1)C(=O)OO (m-Chloroperbenzoic acid), CC=1NC(CSC1C1=CC=NC=C1)=O (5-methyl-6-(4-pyridinyl)-2H-1,4-thiazin-3(4H)-one). Run in CO (methanol). Reaction conditions: time 3 day. Product: COC1SC(=C(NC1=O)C)C1=CC=NC=C1 (2-methoxy-5-methyl-6-(4-pyridinyl)-2H-1,4-thiazin-3(4H)-one). Isolated yield 52.4%. Reaction SMILES: ClC1C=CC=C([C:8](OO)=[O:9])C=1.[CH3:12][C:13]1[NH:14][C:15](=[O:25])[CH2:16][S:17][C:18]=1[C:19]1[CH:24]=[CH:23][N:22]=[CH:21][CH:20]=1>CO>[CH3:8][O:9][CH:16]1[C:15](=[O:25])[NH:14][C:13]([CH3:12])=[C:18]([C:19]2[CH:24]=[CH:23][N:22]=[CH:21][CH:20]=2)[S:17]1. Procedure details: m-Chloroperbenzoic acid (12 g) was added gradually to a stirred suspension of 5-methyl-6-(4-pyridinyl)-2H-1,4-thiazin-3(4H)-one (10 g) in methanol (400 ml) under ice/water-cooling. The reaction mixture was further stirred at ambient temperature for 3 days. The solvent was removed under reduced pressure and the residue was extracted with ethyl acetate, was washed with saturated sodium bicarbonate aqueous solution and successively with water and was dried over magnesium sulfate. The solvent was re... Starting materials: ClC1=NC=2N(C3=C1C=NC1=C3C=NN1CC)N=CC2C(=O)OCC (5-chloro-8-ethyl-8H-pyrazolo[1,5-a]pyrazolo-[4',3':5,6]pyrido[3,4-e]pyrimidine-3-carboxylic acid, ethyl ester), CN (methylamine). The solvent is alcohol. Product: C(C)N1N=CC2=C1N=CC=1C(=NC=3N(C12)N=CC3C(=O)OCC)NC (8-Ethyl-5-(methylamino)-8H-pyrazolo[1,5-a]pyrazolo[4',3':5,6]-pyrido[3,4-e]pyrimidine-3-carboxylic acid, ethyl ester). RXN SMILES: Cl[C:2]1[C:7]2[CH:8]=[N:9][C:10]3[N:14]([CH2:15][CH3:16])[N:13]=[CH:12][C:11]=3[C:6]=2[N:5]2[N:17]=[CH:18][C:19]([C:20]([O:22][CH2:23][CH3:24])=[O:21])=[C:4]2[N:3]=1.[CH3:25][NH2:26]>>[CH2:15]([N:14]1[C:10]2[N:9]=[CH:8][C:7]3[C:2]([NH:26][CH3:25])=[N:3][C:4]4[N:5]([N:17]=[CH:18][C:19]=4[C:20]([O:22][CH2:23][CH3:24])=[O:21])[C:6]=3[C:11]=2[CH:12]=[N:13]1)[CH3:16]. Procedure details: 3.5 g of 5-chloro-8-ethyl-8H-pyrazolo[1,5-a]pyrazolo-[4',3':5,6]pyrido[3,4-e]pyrimidine-3-carboxylic acid, ethyl ester (0.01 mol) and 3.5 g of methylamine are heated in 50 ml of alcohol in an autoclave for 10 hours at 100°. The solvent is removed in vacuo and the residue treated with water, filtered off and recrystallized from butyl alcohol, yield 2.9 g (86%); m.p. 321°-322°. Starting materials: COc1cc2nc(Cl)ncc2cc1Br, CC(C)O, Nc1ccc(N2CCOCC2)cc1. Yields the product COc1cc2nc(Nc3ccc(N4CCOCC4)cc3)ncc2cc1Br. RXN SMILES: [Br:1][c:2]1[cH:3][c:4]2[cH:5][n:6][c:7]([Cl:14])[n:8][c:9]2[cH:10][c:11]1[O:12][CH3:13].[CH:28]([OH:29])([CH3:30])[CH3:31].[O:15]1[CH2:16][CH2:17][N:18]([c:21]2[cH:22][cH:23][c:24]([NH2:25])[cH:26][cH:27]2)[CH2:19][CH2:20]1>>[Br:1][c:2]1[cH:3][c:4]2[cH:5][n:6][c:7]([NH:25][c:24]3[cH:23][cH:22][c:21]([N:18]4[CH2:17][CH2:16][O:15][CH2:20][CH2:19]4)[cH:27][cH:26]3)[n:8][c:9]2[cH:10][c:11]1[O:12][CH3:13]. The reactants are O=C1CCN(Cc2ccccc2)CC1, CS(C)=O, C[S+](C)(C)=O, [H-], [I-], [Na+]. Yields the product c1ccc(CN2CCC3(CC2)CO3)cc1. RXN SMILES: [CH2:9]([c:10]1[cH:11][cH:12][cH:13][cH:14][cH:15]1)[N:16]1[CH2:17][CH2:18][C:19](=[O:22])[CH2:20][CH2:21]1.[CH3:23][S:24]([CH3:25])=[O:26].[CH3:4][S+:5]([CH3:6])([CH3:7])=[O:8].[H-:1].[I-:3].[Na+:2]>>[CH2:4]1[C:19]2([CH2:18][CH2:17][N:16]([CH2:9][c:10]3[cH:11][cH:12][cH:13][cH:14][cH:15]3)[CH2:21][CH2:20]2)[O:22]1.